This data is from the Open Reaction Database (ORD), a public repository of structured organic reaction records. The task is: describe an organic reaction: reactants, conditions, products, and yield Starting materials: CCCc1nc2ccc(C(=O)OCC)cc2n1Cc1ccccc1, CCO, Cl, [Na+], [OH-], O. The product is CCCc1nc2ccc(C(=O)O)cc2n1Cc1ccccc1. RXN SMILES: [CH2:6]([c:7]1[cH:8][cH:9][cH:10][cH:11][cH:12]1)[n:13]1[c:14]([CH2:27][CH2:28][CH3:29])[n:15][c:16]2[c:17]1[cH:18][c:19]([C:22](=[O:23])[O:24][CH2:25][CH3:26])[cH:20][cH:21]2.[CH3:3][CH2:4][OH:5].[ClH:30].[Na+:2].[OH-:1].[OH2:31]>>[CH2:6]([c:7]1[cH:8][cH:9][cH:10][cH:11][cH:12]1)[n:13]1[c:14]([CH2:27][CH2:28][CH3:29])[n:15][c:16]2[c:17]1[cH:18][c:19]([C:22](=[O:23])[OH:24])[cH:20][cH:21]2. Starting materials: [BH4-], C=CCOC(=O)C1CC(NOCc2ccccc2)CN1C(=O)C(F)(F)F, CO, [Na+]. Yields the product C=CCOC(=O)C1CC(NOCc2ccccc2)CN1. Reaction SMILES: [BH4-:27].[CH2:1]([c:2]1[cH:3][cH:4][cH:5][cH:6][cH:7]1)[O:8][NH:9][CH:10]1[CH2:11][CH:12]([C:21](=[O:22])[O:23][CH2:24][CH:25]=[CH2:26])[N:13]([C:15](=[O:16])[C:17]([F:18])([F:19])[F:20])[CH2:14]1.[CH3:29][OH:30].[Na+:28]>>[CH2:1]([c:2]1[cH:3][cH:4][cH:5][cH:6][cH:7]1)[O:8][NH:9][CH:10]1[CH2:11][CH:12]([C:21](=[O:22])[O:23][CH2:24][CH:25]=[CH2:26])[NH:13][CH2:14]1. Reactants: Cl.CN(CCCN=C=NCC)C (1-[3-(dimethylamino)propyl]-3-ethylcarbodiimide hydrochloride), ClC1=C(OC=2C(=NC=CC2)OCC(=O)O)C=C(C(=C1)F)N1C(N(C(=CC1=O)C(F)(F)F)C)=O ([3-{2-chloro-4-fluoro-5-[3-methyl-2,6-dioxo-4-(trifluoromethyl)-1,2,3,6-tetrahydropyrimidin-1-yl]phenoxy}-2-pyridyloxy]acetic acid), CC(C)=NO (acetone oxime), CN(C=O)C (N,N-dimethylformamide). Run in O (water). Run at time 2 hour. Product: ClC1=C(OC=2C(=NC=CC2)OCC(=O)ON=C(C)C)C=C(C(=C1)F)N1C(N(C(=CC1=O)C(F)(F)F)C)=O (acetone O-[3-{2-chloro-4-fluoro-5-[3-methyl-2,6-dioxo-4-(trifluoromethyl)-1,2,3,6-tetrahydropyrimidin-1-yl]phenoxy}-2-pyridyloxy]acetyloxime). The yield is 47.9%. RXN SMILES: Cl.CN(C)CCCN=C=NCC.[Cl:13][C:14]1[CH:31]=[C:30]([F:32])[C:29]([N:33]2[C:38](=[O:39])[CH:37]=[C:36]([C:40]([F:43])([F:42])[F:41])[N:35]([CH3:44])[C:34]2=[O:45])=[CH:28][C:15]=1[O:16][C:17]1[C:18]([O:23][CH2:24][C:25]([OH:27])=[O:26])=[N:19][CH:20]=[CH:21][CH:22]=1.[CH3:46][C:47](=[N:49]O)[CH3:48].CN(C)C=O>O>[Cl:13][C:14]1[CH:31]=[C:30]([F:32])[C:29]([N:33]2[C:38](=[O:39])[CH:37]=[C:36]([C:40]([F:43])([F:42])[F:41])[N:35]([CH3:44])[C:34]2=[O:45])=[CH:28][C:15]=1[O:16][C:17]1[C:18]([O:23][CH2:24][C:25]([O:27][N:49]=[C:47]([CH3:48])[CH3:46])=[O:26])=[N:19][CH:20]=[CH:21][CH:22]=1 |f:0.1|. Reported procedure: First, 0.13 g of 1-[3-(dimethylamino)propyl]-3-ethylcarbodiimide hydrochloride was added to a mixture of 0.30 g of [3-{2-chloro-4-fluoro-5-[3-methyl-2,6-dioxo-4-(trifluoromethyl)-1,2,3,6-tetrahydropyrimidin-1-yl]phenoxy}-2-pyridyloxy]acetic acid (compound a-2), 49 mg of acetone oxime, and 2 ml of N,N-dimethylformamide at room temperature, and the mixture was stirred for 2 hours. The mixture was poured into water, and the mixture was extracted with ethyl acetate. The organic layer was dried over ... Starting materials: [BH4-], CO, [Na+], [Na+], [OH-], O, O=Cc1ccc(N(c2ccccc2)c2ccccc2)cc1. Product: OCc1ccc(N(c2ccccc2)c2ccccc2)cc1. Reaction SMILES: [BH4-:22].[CH3:26][OH:27].[Na+:23].[Na+:25].[OH-:24].[OH2:28].[c:1]1([N:7]([c:8]2[cH:9][cH:10][c:11]([CH:12]=[O:13])[cH:14][cH:15]2)[c:16]2[cH:17][cH:18][cH:19][cH:20][cH:21]2)[cH:2][cH:3][cH:4][cH:5][cH:6]1>>[c:1]1([N:7]([c:8]2[cH:9][cH:10][c:11]([CH2:12][OH:13])[cH:14][cH:15]2)[c:16]2[cH:17][cH:18][cH:19][cH:20][cH:21]2)[cH:2][cH:3][cH:4][cH:5][cH:6]1. Starting materials: CS(=O)(=O)C1=CC=C(C=C1)NCC1=CC=C(C(=O)O)C=C1 (4-[(4-Methanesulfonyl-phenylamino)-methyl]-benzoic acid), C1(=C(C=CC=C1)N)N (1,2-phenylenediamine). Product: NC1=C(C=CC=C1)NC(C1=CC=C(C=C1)CNC1=CC=C(C=C1)S(=O)(=O)C)=O (N-(2-Amino-phenyl)-4-[(4-methanesulfonyl-phenylamino)-methyl]-benzamide). Reaction SMILES: [CH3:1][S:2]([C:5]1[CH:10]=[CH:9][C:8]([NH:11][CH2:12][C:13]2[CH:21]=[CH:20][C:16]([C:17]([OH:19])=O)=[CH:15][CH:14]=2)=[CH:7][CH:6]=1)(=[O:4])=[O:3].[C:22]1([NH2:29])[CH:27]=[CH:26][CH:25]=[CH:24][C:23]=1[NH2:28]>>[NH2:28][C:23]1[CH:24]=[CH:25][CH:26]=[CH:27][C:22]=1[NH:29][C:17](=[O:19])[C:16]1[CH:15]=[CH:14][C:13]([CH2:12][NH:11][C:8]2[CH:7]=[CH:6][C:5]([S:2]([CH3:1])(=[O:3])=[O:4])=[CH:10][CH:9]=2)=[CH:21][CH:20]=1. Procedure details: The compound was obtained by reacting the acid 211a with 1,2-phenylenediamine following the procedure described in the scheme 1, step 5 (example 1). 1H NMR: (DMSO) δ (ppm): 9.57 (bs, 1H), 7.90 (d, J=8.4 Hz, 1H), 7.50 (d, J=8.2 Hz, 2H), 7.43 (d, J=8.4 Hz, 2H), 7.35 (t, J=6.0 Hz, 1H), 7.11 (d, J=7.6 Hz, 1H), 6.93 (dt, J=1.6, 8.0 Hz, 1H), 6.73 (dd, J=1.6, 8.0 Hz, 1H), 6.66 (d, J=8.8 Hz, 2H), 6.55 (dt, J=1.2, 7.6 Hz, 1H), 4.88 (bs, 2H), 4.43 (d, J=6.0 Hz, 2H). LRMS: (calc.) 395.5; (obt.) 396.4 (MH)+... Reactants: CC1(N=C(OC1)C1=C(C=CC=C1)C1=CC=C(C=C1)CO)C (4,4-dimethyl-2-(4'-hydroxymethylbiphenyl-2-yl)oxazoline), C(Cl)Cl (methylene chloride), C(O)([O-])=O.[Na+] (sodium hydrogencarbonate), S(=O)(Cl)Cl (thionyl chloride). Reaction conditions: time 1 hour. The product is CC1(N=C(OC1)C1=C(C=CC=C1C)C1=CC=C(C=C1)Cl)C (4,4-dimethyl-2-(4'-chloro-methylbiphenyl-2-yl)oxazoline), crystal. The yield is 99.0%. Reaction SMILES: [CH3:1][C:2]1([CH3:21])[CH2:6][O:5][C:4]([C:7]2[CH:12]=[CH:11][CH:10]=[CH:9][C:8]=2[C:13]2[CH:18]=[CH:17]C(CO)=[CH:15][CH:14]=2)=[N:3]1.S(Cl)(Cl)=O.[C:26](=O)([O-])O.[Na+].[CH2:31]([Cl:33])Cl>>[CH3:21][C:2]1([CH3:1])[CH2:6][O:5][C:4]([C:7]2[C:12]([CH3:26])=[CH:11][CH:10]=[CH:9][C:8]=2[C:13]2[CH:14]=[CH:15][C:31]([Cl:33])=[CH:17][CH:18]=2)=[N:3]1 |f:2.3|. Procedure: 1.0 g (3.55 mmol) of 4,4-dimethyl-2-(4'-hydroxymethylbiphenyl-2-yl)oxazoline was dissolved in methylene chloride (15 ml). Under cooling with ice, 0.51 g (4.29 mmol) of thionyl chloride was dropwise added thereto, followed by stirring for one hour. The reaction liquid was poured into an aqueous solution of sodium hydrogencarbonate, followed by the extraction with methylene chloride. After washing with water and drying, vacuum concentration was conducted. 1.05 g of the title compound was obtained ... The product is C(C1=CC=CC=C1)=NC(C(CCC(CCC)(OC)OC)[N+](=O)[O-])C1=CC=CC=C1 (benzylidene-(5,5-dimethoxy-2-nitro-1phenyl-octyl)-amine), cis nitrophenyl. Run at time 6 hour. Procedure details: Camphorsulfonic acid is added to a solution of 7-nitro-heptan-4-one from preparation 2 in MeOH and trimethyl orthoformate and the resulting solution is stirred at room temperature for 30 min. A solution of ammonium acetate in MeOH and benzaldehyde is added and the solution is stirred at room temperature for 6 h. The reaction is then heated at 40° C. for 7 h. The reaction is cooled to 35° C. and stirred overnight, then is cooled to 30° C. for 4 h, and finally to room temperature. After stirring o... The reactants are C12(C(=O)CC(CC1)C2(C)C)CS(=O)(=O)O (Camphorsulfonic acid), [N+](=O)([O-])CCCC(CCC)=O (7-nitro-heptan-4-one), C(C)(=O)[O-].[NH4+] (ammonium acetate), C(C1=CC=CC=C1)=O (benzaldehyde), C(OC)(OC)OC (trimethyl orthoformate). Run in CO (MeOH), CO (MeOH). Reaction SMILES: [C:1]12([CH2:11]S(O)(=O)=O)C(C)(C)[CH:5]([CH2:6][CH2:7]1)[CH2:4][C:2]2=O.[N+:16]([CH2:19][CH2:20][CH2:21][C:22](=[O:26])[CH2:23][CH2:24][CH3:25])([O-:18])=[O:17].C([O:32][CH3:33])(OC)OC.[C:34]([O-])(=O)C.[NH4+:38].[CH:39](=O)[C:40]1[CH:45]=[CH:44][CH:43]=[CH:42][CH:41]=1>CO>[CH:39](=[N:38][CH:11]([C:1]1[CH:2]=[CH:4][CH:5]=[CH:6][CH:7]=1)[CH:19]([N+:16]([O-:18])=[O:17])[CH2:20][CH2:21][C:22]([O:32][CH3:33])([O:26][CH3:34])[CH2:23][CH2:24][CH3:25])[C:40]1[CH:45]=[CH:44][CH:43]=[CH:42][CH:41]=1 |f:3.4|. Yields the product COC=1C2=C(N=CN1)CCNC2 (4-Methoxy-5,6,7,8-tetrahydropyrido[4,3-d]pyrimidine). The solvent is CO (methanol). Procedure details: 250 mL flask was charged with 6-benzyl-4-methoxy-5,6,7,8-tetrahydropyrido[4,3-d]pyrimidine (4.08 g, 16.0 mmol), 10% palladium on charcoal (400 mg) and methanol (100 mL). The reaction was evacuated and purged with hydrogen three times, and hydrogenated (1 atm) overnight. The mixture was filtered through a “Dry disk” membrane filter, and concentrated in vacuo to give an orange oil (2.56 g). The reactants are C(C1=CC=CC=C1)N1CC2=C(N=CN=C2OC)CC1 (6-benzyl-4-methoxy-5,6,7,8-tetrahydropyrido[4,3-d]pyrimidine). Isolated yield 96.9%. Reagents/catalysts: [Pd] (palladium on charcoal). As a reaction SMILES: C([N:8]1[CH2:19][CH2:18][C:11]2[N:12]=[CH:13][N:14]=[C:15]([O:16][CH3:17])[C:10]=2[CH2:9]1)C1C=CC=CC=1>[Pd].CO>[CH3:17][O:16][C:15]1[C:10]2[CH2:9][NH:8][CH2:19][CH2:18][C:11]=2[N:12]=[CH:13][N:14]=1.